Dataset: the Open Reaction Database (ORD), a public repository of structured organic reaction records. Task: describe an organic reaction: reactants, conditions, products, and yield Reactants: C1(CC1)C=1C(=C(C=CC1)N1N=NN(C1=O)C)COC1=C(C=C(C=C1)C1=NN(C(=C1)C)C)C (1-{3-cyclopropyl-2-(2-methyl-4-(1,5-dimethyl-1H-pyrazol-3-yl)-phenoxymethyl]-phenyl}-4-methyl-1,4-dihydrotetrazole-5-one), C1(CC1)C=1C(=C(C=CC1)N1N=NN(C1=O)C)COC1=C(C=C(C=C1)C1=NN(C(=C1)C)C)C (1-{3-cyclopropyl-2-(2-methyl-4-(1,5-dimethyl-1H-pyrazol-3-yl)-phenoxymethyl]-phenyl}-4-methyl-1,4-dihydrotetrazole-5-one), ClN1C(CCC1=O)=O (N-chlorosuccinimide). The solvent is C(Cl)(Cl)Cl (chloroform). The product is C1(CC1)C=1C(=C(C=CC1)N1N=NN(C1=O)C)COC1=C(C=C(C=C1)C1=NN(C(=C1Cl)C)C)C (1-{3-cyclopropyl-2-(2-methyl-4-(4-chloro-1,5-dimethyl-1H-pyrazol-3-yl)-phenoxymethyl]-phenyl}-4-methyl-1,4-dihydrotetrazole-5-one). RXN SMILES: [CH:1]1([C:4]2[C:5]([CH2:17][O:18][C:19]3[CH:24]=[CH:23][C:22]([C:25]4[CH:29]=[C:28]([CH3:30])[N:27]([CH3:31])[N:26]=4)=[CH:21][C:20]=3[CH3:32])=[C:6]([N:10]3[C:14](=[O:15])[N:13]([CH3:16])[N:12]=[N:11]3)[CH:7]=[CH:8][CH:9]=2)[CH2:3][CH2:2]1.[Cl:33]N1C(=O)CCC1=O>C(Cl)(Cl)Cl>[CH:1]1([C:4]2[C:5]([CH2:17][O:18][C:19]3[CH:24]=[CH:23][C:22]([C:25]4[C:29]([Cl:33])=[C:28]([CH3:30])[N:27]([CH3:31])[N:26]=4)=[CH:21][C:20]=3[CH3:32])=[C:6]([N:10]3[C:14](=[O:15])[N:13]([CH3:16])[N:12]=[N:11]3)[CH:7]=[CH:8][CH:9]=2)[CH2:3][CH2:2]1. Reported procedure: A mixture of 1-{3-cyclopropyl-2-(2-methyl-4-(1,5-dimethyl-1H-pyrazol-3-yl)-phenoxymethyl]-phenyl}-4-methyl-1,4-dihydrotetrazole-5-one (described in Preparation example 15) (Present compound 15) 0.37 g, N-chlorosuccinimide 0.12 g and chloroform 5 ml was stirred at room temperature for twelve hours. The resulting mixture was extracted with chloroform and was washed with saturated saline. The organic layer was dried over anhydrous magnesium sulfate and was then concentrated under reduced pressure. ... Reactants: O=C1N(c2ccc(C3CC3)cc2)CCC12CCNCC2, ClC(Cl)Cl, O=S(=O)(Cl)Cl. Product: O=C1N(c2ccc(C3CC3)cc2Cl)CCC12CCNCC2. Reaction SMILES: [CH:1]1([c:4]2[cH:5][cH:6][c:7]([N:10]3[C:11](=[O:20])[C:12]4([CH2:13][CH2:14]3)[CH2:15][CH2:16][NH:17][CH2:18][CH2:19]4)[cH:8][cH:9]2)[CH2:2][CH2:3]1.[Cl:26][CH:27]([Cl:28])[Cl:29].[S:21]([Cl:22])(=[O:23])([Cl:24])=[O:25]>>[CH:1]1([c:4]2[cH:5][c:6]([Cl:24])[c:7]([N:10]3[C:11](=[O:20])[C:12]4([CH2:13][CH2:14]3)[CH2:15][CH2:16][NH:17][CH2:18][CH2:19]4)[cH:8][cH:9]2)[CH2:2][CH2:3]1.